Dataset: the Open Reaction Database (ORD), a public repository of structured organic reaction records. Task: describe an organic reaction: reactants, conditions, products, and yield The reactants are CN(C=C1C(C(CCCC1)C(=O)OC)=O)C (methyl 3-[1-dimethylamino-methylidene]-2-oxo-cycloheptanecarboxylate), [N+](=O)(O)[O-].[N+](=O)(O)[O-].COC=1C=C(C=CC1N1C=NC(=C1)C)NC(=N)N (N-[3-methoxy-4-(4-methyl-imidazol-1-yl)-phenyl]-guanidine dinitrate). The product is COC=1C=C(C=CC1N1C=NC(=C1)C)NC1=NC2=C(C=N1)CCCCC2C(=O)OC (Methyl 2-[3-Methoxy-4-(4-methyl-imidazol-1-yl)-phenylamino]-6,7,8,9-tetrahydro-5H-cycloheptapyrimidine-9-carboxylate), oil. Yield: 8.0%. As a reaction SMILES: CN(C)[CH:3]=[C:4]1[CH2:10][CH2:9][CH2:8][CH2:7][CH:6]([C:11]([O:13][CH3:14])=[O:12])[C:5]1=O.[N+]([O-])(O)=O.[N+]([O-])(O)=O.[CH3:25][O:26][C:27]1[CH:28]=[C:29]([NH:39][C:40]([NH2:42])=[NH:41])[CH:30]=[CH:31][C:32]=1[N:33]1[CH:37]=[C:36]([CH3:38])[N:35]=[CH:34]1>>[CH3:25][O:26][C:27]1[CH:28]=[C:29]([NH:39][C:40]2[N:42]=[CH:3][C:4]3[CH2:10][CH2:9][CH2:8][CH2:7][CH:6]([C:11]([O:13][CH3:14])=[O:12])[C:5]=3[N:41]=2)[CH:30]=[CH:31][C:32]=1[N:33]1[CH:37]=[C:36]([CH3:38])[N:35]=[CH:34]1 |f:1.2.3|. Reported procedure: The title compound was prepared from crude methyl 3-[1-dimethylamino-methylidene]-2-oxo-cycloheptanecarboxylate (85 mg, 0.38 mmol) and N-[3-methoxy-4-(4-methyl-imidazol-1-yl)-phenyl]-guanidine dinitrate (83 mg, 0.22 mmol) using in analogous manner the procedure described in example 45b). Obtained as a pale-yellow oil (7 mg, 8%). MS ISP (m/e): 408.5 [(M+H)+]. Reactants: OC1=C(C=C(C2=CC=CC=C12)NS(=O)(=O)C=1SC=CC1)SCC(=O)OCC (Ethyl 2-(1-hydroxy-4-(thiophene-2-sulfonamido)naphthalen-2-ylthio)acetate), C1(CC1)NC(CCSC=1C(C2=CC=CC=C2C(C1)=NS(=O)(=O)C=1SC=CC1)=O)=O (N-cyclopropyl-3-(1-oxo-4-(thiophen-2-ylsulfonylimino)-1,4-dihydronaphthalen-2-ylthio)propanamide). Product: C1(CC1)NC(CCSC1=C(C2=CC=CC=C2C(=C1)NS(=O)(=O)C=1SC=CC1)O)=O (N-cyclopropyl-3-(1-hydroxy-4-(thiophene-2-sulfonamido)naphthalen-2-ylthio)propanamide), title compound. Isolated yield 89.0%. RXN SMILES: OC1C2C(=CC=CC=2)C(NS(C2SC=CC=2)(=O)=O)=CC=1SCC(OCC)=O.[CH:28]1([NH:31][C:32](=[O:56])[CH2:33][CH2:34][S:35][C:36]2[C:37](=[O:55])[C:38]3[C:43]([C:44](=[N:46][S:47]([C:50]4[S:51][CH:52]=[CH:53][CH:54]=4)(=[O:49])=[O:48])[CH:45]=2)=[CH:42][CH:41]=[CH:40][CH:39]=3)[CH2:30][CH2:29]1>>[CH:28]1([NH:31][C:32](=[O:56])[CH2:33][CH2:34][S:35][C:36]2[CH:45]=[C:44]([NH:46][S:47]([C:50]3[S:51][CH:52]=[CH:53][CH:54]=3)(=[O:48])=[O:49])[C:43]3[C:38](=[CH:39][CH:40]=[CH:41][CH:42]=3)[C:37]=2[OH:55])[CH2:29][CH2:30]1. Procedure: 5.2.51 N-cyclopropyl-3-(1-hydroxy-4-(thiophene-2-sulfonamido)naphthalen-2-ylthio)propanamide (14h) was prepared according to the procedure for 9a except using 13h affording 8.8 mg (89%) title compound, m.p.: ° C. Reactants: S1C2=C(C=C1)CC1=CC=CC=C12 (4H-indeno[1,2-b]thiophene), C(=CC1=CC=CC=C1)C=1SC=CC1 (2-styrylthiophene). Product: S1C2=C(C=C1)C=1C=CC=CC1C2 (8H-indeno[2,1-b]thiophene). Reaction SMILES: [S:1]1[CH:5]=[CH:4][C:3]2[CH2:6][C:7]3[C:12]([C:2]1=2)=[CH:11][CH:10]=[CH:9][CH:8]=3.C(C1SC=CC=1)=CC1C=CC=CC=1>>[S:1]1[CH:5]=[CH:4][C:3]2[C:6]3[CH:7]=[CH:8][CH:9]=[CH:10][C:11]=3[CH2:12][C:2]1=2. Procedure: The nitrogen in the above diazastilbenes and monoazastilbenes may be replaced with other heteroatoms and heterocycles to yield targets as shown in Scheme 71. ##STR91## For instance, 3-styrylthiophene (172) yields a photocyclization product (J. Chem. Soc. C, 2504 (1970) which may be converted by the methods described above to 4H-indeno[1,2-b]thiophene (173). Likewise, 2-styrylthiophene (175) is converted by photocyclization [J. Chem. Soc., 6221 (1965)] to an intermediate that will yield 8H-indeno... Reactants: CCO (EtOH), NC=1SC(=C(C1C(=O)OC(C)(C)C)C)C(=O)OCC1=CC=CC=C1 (3(1,1-Dimethylethyl) 5-benzyl 2-amino-4-methylthiophene-3,5-dicarboxylate), N1=CC=CC=C1 (pyridine), C(C1=CC=CC=C1)(=O)Cl (benzoyl chloride). The solvent is C(Cl)Cl (DCM), O (H2O), C(Cl)Cl (DCM). Reaction conditions: time 18 hour. Product: C1(=CC=CC=C1)C(=O)NC=1SC(=C(C1C(=O)OC(C)(C)C)C)C(=O)OCC1=CC=CC=C1 (3-(1,1-Dimethylethyl) 5-benzyl 2-(((phenyl)carbonyl)amino)-4-methylthiophene-3,5-dicarboxylate). Isolated yield 83.3%. RXN SMILES: [NH2:1][C:2]1[S:3][C:4]([C:15]([O:17][CH2:18][C:19]2[CH:24]=[CH:23][CH:22]=[CH:21][CH:20]=2)=[O:16])=[C:5]([CH3:14])[C:6]=1[C:7]([O:9][C:10]([CH3:13])([CH3:12])[CH3:11])=[O:8].N1C=CC=CC=1.[C:31](Cl)(=[O:38])[C:32]1[CH:37]=[CH:36][CH:35]=[CH:34][CH:33]=1.CCO>C(Cl)Cl.O>[C:32]1([C:31]([NH:1][C:2]2[S:3][C:4]([C:15]([O:17][CH2:18][C:19]3[CH:20]=[CH:21][CH:22]=[CH:23][CH:24]=3)=[O:16])=[C:5]([CH3:14])[C:6]=2[C:7]([O:9][C:10]([CH3:12])([CH3:13])[CH3:11])=[O:8])=[O:38])[CH:37]=[CH:36][CH:35]=[CH:34][CH:33]=1. Reported procedure: To a solution of the compound prepared in Example 2 (2.78 g, 8.00 mmol), pyridine (1.6 ml, 20 mmol) and DCM (35 ml) was added benzoyl chloride (1.18 g, 8.40 mmol) dropwise. After 18 hours, the reaction was diluted reaction with EtOH and stirred for 1 hour. The reaction solution was diluted with DCM and H2O. The layers were separated and the aqueous layer was extracted with DCM. The combined aqueous layers were washed with H2O (2×), dried over MgSO4 and concentrated under reduced pressure. Recrys...